This data is from the Open Reaction Database (ORD), a public repository of structured organic reaction records. The task is: describe an organic reaction: reactants, conditions, products, and yield Reactants: BrCC(=O)Br (bromo acetylbromide), ice, O (water), SC1=C(N)C=CC=C1 (o-mercaptoaniline). Run in C1(=CC=CC=C1)C (toluene), N1=CC=CC=C1 (pyridine), C1(=CC=CC=C1)C (toluene). Reaction conditions: time 2 hour. The product is O=C1CSC2=C(N1)C=CC=C2 (3,4-dihydro-3-oxo-2H-1,4-benzothiazine). Reaction SMILES: Br[CH2:2][C:3](Br)=[O:4].[SH:6][C:7]1[CH:13]=[CH:12][CH:11]=[CH:10][C:8]=1[NH2:9].O>C1(C)C=CC=CC=1.N1C=CC=CC=1>[O:4]=[C:3]1[NH:9][C:8]2[CH:10]=[CH:11][CH:12]=[CH:13][C:7]=2[S:6][CH2:2]1. Reported procedure: A solution of bromo acetylbromide in toluene (20 ml) was added dropwise to an ice-cooled stirred solution of o-mercaptoaniline (10 mmol, 2.5 g) in a mixture of pyridine and toluene (50 ml, 30 ml). The mixture was allowed to heat to room temperature and stirring was continued for 2 hours followed by reflux for 30 min., whereafter water (100 ml) was added. The organic phase was separated, dried (MgSO4) and evaporated to give 3,4-dihydro-3-oxo-2H-1,4-benzothiazine. M.p. 170°-171° C.